Task: describe an organic reaction: reactants, conditions, products, and yield. Dataset: the Open Reaction Database (ORD), a public repository of structured organic reaction records The reactants are O (water), NC=1SC2=C(N1)C=CC(=C2)OC=2C=C(C(=O)NC1=CC(=CC=C1)C(F)(F)F)C=CC2 (3-[(2-amino-1,3-benzothiazol-6-yl)oxy]-N-[3-(trifluoromethyl)phenyl]benzamide), CN1CCNCC1 (1-methylpiperazine), ClCC(=O)Cl (chloroacetyl chloride), O (water). Run in CN(C=O)C (N,N-dimethylformamide), CN(C=O)C (N,N-dimethylformamide). Conditions: time 6 hour. Product: CN1CCN(CC1)CC(=O)NC=1SC2=C(N1)C=CC(=C2)OC=2C=C(C(=O)NC1=CC(=CC=C1)C(F)(F)F)C=CC2 (3-[(2-{[(4-methylpiperazin-1-yl)acetyl]amino}-1,3-benzothiazol-6-yl)oxy]-N-[3-(trifluoromethyl)phenyl]benzamide). The yield is 59.7%. Reaction SMILES: [NH2:1][C:2]1[S:3][C:4]2[CH:10]=[C:9]([O:11][C:12]3[CH:13]=[C:14]([CH:28]=[CH:29][CH:30]=3)[C:15]([NH:17][C:18]3[CH:23]=[CH:22][CH:21]=[C:20]([C:24]([F:27])([F:26])[F:25])[CH:19]=3)=[O:16])[CH:8]=[CH:7][C:5]=2[N:6]=1.Cl[CH2:32][C:33](Cl)=[O:34].O.[CH3:37][N:38]1[CH2:43][CH2:42][NH:41][CH2:40][CH2:39]1>CN(C)C=O>[CH3:37][N:38]1[CH2:43][CH2:42][N:41]([CH2:32][C:33]([NH:1][C:2]2[S:3][C:4]3[CH:10]=[C:9]([O:11][C:12]4[CH:13]=[C:14]([CH:28]=[CH:29][CH:30]=4)[C:15]([NH:17][C:18]4[CH:23]=[CH:22][CH:21]=[C:20]([C:24]([F:27])([F:25])[F:26])[CH:19]=4)=[O:16])[CH:8]=[CH:7][C:5]=3[N:6]=2)=[O:34])[CH2:40][CH2:39]1. Procedure details: A solution of 3-[(2-amino-1,3-benzothiazol-6-yl)oxy]-N-[3-(trifluoromethyl)phenyl]benzamide (429 mg, 1.0 mmol) produced in Example A29(v) and chloroacetyl chloride (225 mg, 2.0 mmol) in N,N-dimethylformamide (10 mL) was stirred at room temperature for 6 hr. The reaction mixture was poured into water and the mixture was extracted with ethyl acetate. The organic layer was dried over anhydrous magnesium sulfate, the solvent was evaporated under reduced pressure, and the residue was purified by sili... The reactants are C(C)OC(=O)C1=C(N=C2N1CCN2C2=C(C=C(C=C2C)C)C)C (2-methyl-7-(2,4,6-trimethyl-phenyl)-6,7-dihydro-5H-imidazo[1,2-α]imidazole-3-carboxylic acid ethyl ester), [OH-].[Na+] (sodium hydroxide), C[Al](C)C (trimethyl aluminum), C1(CC1)CNCCC (N-cyclopropylmethyl-N-propylamine). Reaction SMILES: C[Al](C)C.[CH:5]1([CH2:8][NH:9][CH2:10][CH2:11][CH3:12])[CH2:7][CH2:6]1.C(O[C:16]([C:18]1[N:22]2[CH2:23][CH2:24][N:25]([C:26]3[C:31]([CH3:32])=[CH:30][C:29]([CH3:33])=[CH:28][C:27]=3[CH3:34])[C:21]2=[N:20][C:19]=1[CH3:35])=[O:17])C.[OH-].[Na+]>C1C=CC=CC=1>[CH:5]1([CH2:8][N:9]([CH2:10][CH2:11][CH3:12])[C:16]([C:18]2[N:22]3[CH2:23][CH2:24][N:25]([C:26]4[C:27]([CH3:34])=[CH:28][C:29]([CH3:33])=[CH:30][C:31]=4[CH3:32])[C:21]3=[N:20][C:19]=2[CH3:35])=[O:17])[CH2:7][CH2:6]1 |f:3.4|. Solvent: C1=CC=CC=C1 (benzene), C1=CC=CC=C1 (benzene). Run at time 1.5 hour. Procedure: A solution of trimethyl aluminum (2.0 M in heptane, 2.2 mL, 4.4 mmol) was added to a solution of N-cyclopropylmethyl-N-propylamine (0.63 mL, 4.4 mmol) in benzene (3 mL) at 0° C. The mixture was warmed up to room temperature and stirred at this temperature for 1.5 h, and then added to a stirred solution of 2-methyl-7-(2,4,6-trimethyl-phenyl)-6,7-dihydro-5H-imidazo[1,2-α]imidazole-3-carboxylic acid ethyl ester (0.172 g, 0.55 mmol) in benzene (8.0 mL). The mixture was refluxed for 12 h. Upon coolin... The yield is 100.0%. The product is C1(CC1)CN(C(=O)C1=C(N=C2N1CCN2C2=C(C=C(C=C2C)C)C)C)CCC (2-Methyl-7-(2,4,6-trimethyl-phenyl)-6,7-dihydro-5H-imidazo[1,2-α]imidazole-3-carboxylic acid cyclopropylmethyl-propyl-amide). Starting materials: NOCc1ccccc1, C=CCOC(=O)c1cccn1NCCC(C)C, ClCCl, Cl, c1ccc(P(c2ccccc2)(c2ccccc2)[Pd](P(c2ccccc2)(c2ccccc2)c2ccccc2)(P(c2ccccc2)(c2ccccc2)c2ccccc2)P(c2ccccc2)(c2ccccc2)c2ccccc2)cc1. Yields the product CC(C)CCNn1cccc1C(=O)O. As a reaction SMILES: [CH2:19]([O:20][NH2:21])[c:22]1[cH:23][cH:24][cH:25][cH:26][cH:27]1.[CH2:1]([CH:2]=[CH2:3])[O:4][C:5](=[O:6])[c:7]1[n:8]([NH:12][CH2:13][CH2:14][CH:15]([CH3:16])[CH3:17])[cH:9][cH:10][cH:11]1.[Cl:28][CH2:29][Cl:30].[ClH:18].[cH:31]1[cH:32][cH:33][c:34]([P:35]([Pd:36]([P:37]([c:38]2[cH:39][cH:40][cH:41][cH:42][cH:43]2)([c:44]2[cH:45][cH:46][cH:47][cH:48][cH:49]2)[c:50]2[cH:51][cH:52][cH:53][cH:54][cH:55]2)([P:56]([c:57]2[cH:58][cH:59][cH:60][cH:61][cH:62]2)([c:63]2[cH:64][cH:65][cH:66][cH:67][cH:68]2)[c:69]2[cH:70][cH:71][cH:72][cH:73][cH:74]2)[P:75]([c:76]2[cH:77][cH:78][cH:79][cH:80][cH:81]2)([c:82]2[cH:83][cH:84][cH:85][cH:86][cH:87]2)[c:88]2[cH:89][cH:90][cH:91][cH:92][cH:93]2)([c:94]2[cH:95][cH:96][cH:97][cH:98][cH:99]2)[c:100]2[cH:101][cH:102][cH:103][cH:104][cH:105]2)[cH:106][cH:107]1>>[O:4]=[C:5]([OH:6])[c:7]1[n:8]([NH:12][CH2:13][CH2:14][CH:15]([CH3:16])[CH3:17])[cH:9][cH:10][cH:11]1. Reactants: CC(CN1CCCC1)(C)N1C=NC(=C1)NC(C(CCC)N)=O (2-Amino-pentanoic acid [1-(1,1-dimethyl-2-pyrrolidin-1-yl-ethyl)-1H-imidazol-4-yl]-amide), FC=1C=C2CCC(C(C2=C(C1)F)(C)C)=O (6,8-Difluoro-1,1-dimethyl-3,4-dihydro-1H-naphthalen-2-one). As a reaction SMILES: [CH3:1][C:2]([N:10]1[CH:14]=[C:13]([NH:15][C:16](=[O:22])[CH:17]([NH2:21])[CH2:18][CH2:19][CH3:20])[N:12]=[CH:11]1)([CH3:9])[CH2:3][N:4]1[CH2:8][CH2:7][CH2:6][CH2:5]1.[F:23][C:24]1[CH:25]=[C:26]2[C:31](=[C:32]([F:34])[CH:33]=1)[C:30]([CH3:36])([CH3:35])[C:29](=O)[CH2:28][CH2:27]2>>[CH3:1][C:2]([N:10]1[CH:14]=[C:13]([NH:15][C:16](=[O:22])[CH:17]([NH:21][CH:29]2[CH2:28][CH2:27][C:26]3[C:31](=[C:32]([F:34])[CH:33]=[C:24]([F:23])[CH:25]=3)[C:30]2([CH3:36])[CH3:35])[CH2:18][CH2:19][CH3:20])[N:12]=[CH:11]1)([CH3:9])[CH2:3][N:4]1[CH2:8][CH2:7][CH2:6][CH2:5]1. Procedure details: 2-Amino-pentanoic acid [1-(1,1-dimethyl-2-pyrrolidin-1-yl-ethyl)-1H-imidazol-4-yl]-amide was reacted with 6,8-Difluoro-1,1-dimethyl-3,4-dihydro-1H-naphthalen-2-one to afford the title compound: C13 NMR (100 MHz, CDCl3) 14.3, 19.4, 19.7, 22.5, 23.0, 24.3, 24.8, 26.3, 26.6, 27.4, 27.5, 29.7, 36.4, 37.1, 38.0, 45.8, 47.6, 56.0, 59.2, 60.7, 62.5, 63.0, 65.5, 67.3, 104.7, 104.8, 111.0, 110.2, 112.5, 131.1, 131.2, 137.2, 172.2; MS m/z 502.3. (M+1). Product: CC(CN1CCCC1)(C)N1C=NC(=C1)NC(C(CCC)NC1C(C2=C(C=C(C=C2CC1)F)F)(C)C)=O (2-(6,8-Difluoro-1,1-dimethyl-1,2,3,4-tetrahydro-naphthalen-2-ylamino)-pentanoic acid [1-(1,1-dimethyl-2-pyrrolidin-1-yl-ethyl)-1H-imidazol-4-yl]-amide). Reactants: CCOC(=O)N1C(=O)c2ccccc2C1=O, COC(=O)CC(N)c1ccc(OC)cc1, CC#N, Cl, [Na+], [Na+], O=C([O-])[O-], O. Product: COC(=O)CC(c1ccc(OC)cc1)N1C(=O)c2ccccc2C1=O. As a reaction SMILES: [C:23]([N:24]1[C:29](=[O:38])[c:30]2[c:31]([cH:34][cH:35][cH:36][cH:37]2)[C:32]1=[O:33])([O:25][CH2:26][CH3:27])=[O:28].[CH3:2][O:3][C:4]([CH2:5][CH:6]([c:7]1[cH:8][cH:9][c:10]([O:13][CH3:14])[cH:11][cH:12]1)[NH2:15])=[O:16].[CH3:40][C:41]#[N:42].[ClH:1].[Na+:17].[Na+:18].[O-:19][C:20](=[O:21])[O-:22].[OH2:39]>>[CH3:2][O:3][C:4]([CH2:5][CH:6]([c:7]1[cH:8][cH:9][c:10]([O:13][CH3:14])[cH:11][cH:12]1)[N:15]1[C:29](=[O:38])[c:30]2[c:31]([cH:34][cH:35][cH:36][cH:37]2)[C:32]1=[O:33])=[O:16]. The reactants are OC1=C(C(=O)OC)C=CC=C1C (methyl 2-hydroxy-3-methylbenzoate), C(CCC)[Li] (n-butyllithium), [I-].C[P+](C1=CC=CC=C1)(C1=CC=CC=C1)C1=CC=CC=C1 (methyltriphenylphosphonium iodide). Solvent: C1CCOC1 (THF), CCCCCC (n-hexane), C1CCOC1 (THF). Run at time 3 hour. Product: OC1=C(C=CC=C1C)C(C=P(C1=CC=CC=C1)(C1=CC=CC=C1)C1=CC=CC=C1)=O (1-(2-Hydroxy-3-methylphenyl)-2-(triphenylphosphoranylidene)ethanone). As a reaction SMILES: C([Li])CCC.[I-].[CH3:7][P+:8]([C:21]1[CH:26]=[CH:25][CH:24]=[CH:23][CH:22]=1)([C:15]1[CH:20]=[CH:19][CH:18]=[CH:17][CH:16]=1)[C:9]1[CH:14]=[CH:13][CH:12]=[CH:11][CH:10]=1.[OH:27][C:28]1[C:37]([CH3:38])=[CH:36][CH:35]=[CH:34][C:29]=1[C:30](OC)=[O:31]>CCCCCC.C1COCC1>[OH:27][C:28]1[C:37]([CH3:38])=[CH:36][CH:35]=[CH:34][C:29]=1[C:30](=[O:31])[CH:7]=[P:8]([C:15]1[CH:16]=[CH:17][CH:18]=[CH:19][CH:20]=1)([C:9]1[CH:10]=[CH:11][CH:12]=[CH:13][CH:14]=1)[C:21]1[CH:26]=[CH:25][CH:24]=[CH:23][CH:22]=1 |f:1.2|. Procedure details: 206.8 ml (330.9 mmol) of a 1.6 molar n-butyllithium solution in n-hexane are slowly added to 97.3 g (240.7 mmol) of methyltriphenylphosphonium iodide in 800 ml of absolute THF under argon. The mixture is stirred at room temperature for 3 h. Subsequently, 20.0 g (120.3 mmol) of methyl 2-hydroxy-3-methylbenzoate in 200 ml of absolute THF are added dropwise to the reaction mixture. The mixture is stirred at 60° C. for 3 h. After cooling to room temperature, the precipitated lithium iodide is filter...